Dataset: the Open Reaction Database (ORD), a public repository of structured organic reaction records. Task: describe an organic reaction: reactants, conditions, products, and yield Starting materials: C1=CC(=CC=C1N)N (p-phenylenediamine), C(CCCCCCCCCCCCCCCCC)Br (stearyl bromide), [OH-].[Na+] (sodium hydroxide). Solvent: O (water). The product is C(CCCCCCCCCCCCCCCCC)NC1=CC=C(C=C1)NCCCCCCCCCCCCCCCCCC (N,N'-distearyl-p-phenylenediamine). The yield is 40.7%. Reaction SMILES: [CH:1]1[C:6]([NH2:7])=[CH:5][CH:4]=[C:3]([NH2:8])[CH:2]=1.[CH2:9](Br)[CH2:10][CH2:11][CH2:12][CH2:13][CH2:14][CH2:15][CH2:16][CH2:17][CH2:18][CH2:19][CH2:20][CH2:21][CH2:22][CH2:23][CH2:24][CH2:25][CH3:26].[OH-].[Na+]>O>[CH2:9]([NH:7][C:6]1[CH:5]=[CH:4][C:3]([NH:8][CH2:26][CH2:25][CH2:24][CH2:23][CH2:22][CH2:21][CH2:20][CH2:19][CH2:18][CH2:17][CH2:16][CH2:15][CH2:14][CH2:13][CH2:12][CH2:11][CH2:10][CH3:9])=[CH:2][CH:1]=1)[CH2:10][CH2:11][CH2:12][CH2:13][CH2:14][CH2:15][CH2:16][CH2:17][CH2:18][CH2:19][CH2:20][CH2:21][CH2:22][CH2:23][CH2:24][CH2:25][CH3:26] |f:2.3|. Procedure details: A mixture of 15.6 g of p-phenylenediamine, 15.5 g of stearyl bromide, and 1.96 g of powdered sodium hydroxide was heated to 140° to 150° C. for about 3.5 hours with stirring under nitrogen gas stream. After the reaction was over, 50 ml of water was poured to the reaction mixture and black-purple solids thus formed were recovered by filtration. When the solids were washed with water, ethanol, and methylene chloride and filtered to provide about 5.8 g of a pink powder of N,N'-distearyl-p-phenylene... Starting materials: Cc1ccc2cc(Br)ccc2n1, [Li]CCCC, CCOCC, CC(C)=O, O. The product is CC(C)(O)Cc1ccc2cc(Br)ccc2n1. As a reaction SMILES: [Br:6][c:7]1[cH:8][c:9]2[cH:10][cH:11][c:12]([CH3:17])[n:13][c:14]2[cH:15][cH:16]1.[CH2:18]([Li:19])[CH2:20][CH2:21][CH3:22].[CH2:1]([O:2][CH2:3][CH3:4])[CH3:5].[CH3:23][C:24]([CH3:25])=[O:26].[OH2:27]>>[Br:6][c:7]1[cH:8][c:9]2[cH:10][cH:11][c:12]([CH2:17][C:24]([CH3:23])([CH3:25])[OH:26])[n:13][c:14]2[cH:15][cH:16]1. Starting materials: C=C(CC)C=NC(=C)O[Si](C)(C)C (1-(1-methylene-propyl)-3-trimethylsilyoxy-2-aza-1,3-butadiene), BrC1=CC=C2/C(/C(N(C2=C1)COCC[Si](C)(C)C)=O)=C/C1=CC(=CC=C1)Cl (Z-6-Bromo-3-(3-chloro-benzylidene)-1-(2-trimethylsilanyl-ethoxymethyl)-1,3-dihydro-indole-2-one), CO (methanol). The solvent is C1(=CC=CC=C1)C (toluene). Run at temperature 135 celsius, time 1 hour. Yields the product BrC1=CC=C2C(=C1)NC(C21C(NC(CC1C1=CC(=CC=C1)Cl)=O)C(CC)=C)=O.COC(C)[Si](C)(C)C (racemic (2′R,3R,4′S)-6-bromo-4′-(3-chlorophenyl)-2′-(1-methylene-propyl)-2,3-dihydro-2,6′-dioxospiro[indole-3,3′-piperidine] 1-methoxyethyl trimethylsilane). Yield: 13.7%. RXN SMILES: [CH2:1]=[C:2]([CH:5]=[N:6][C:7]([O:9][Si:10]([CH3:13])([CH3:12])[CH3:11])=[CH2:8])[CH2:3][CH3:4].[Br:14][C:15]1[CH:23]=[C:22]2[C:18](/[C:19](=[CH:33]/[C:34]3[CH:39]=[CH:38][CH:37]=[C:36]([Cl:40])[CH:35]=3)/[C:20](=[O:32])[N:21]2[CH2:24][O:25][CH2:26][CH2:27][Si](C)(C)C)=[CH:17][CH:16]=1.CO>C1(C)C=CC=CC=1>[Br:14][C:15]1[CH:23]=[C:22]2[NH:21][C:20](=[O:32])[C:19]3([CH:33]([C:34]4[CH:39]=[CH:38][CH:37]=[C:36]([Cl:40])[CH:35]=4)[CH2:8][C:7](=[O:9])[NH:6][CH:5]3[C:2](=[CH2:1])[CH2:3][CH3:4])[C:18]2=[CH:17][CH:16]=1.[CH3:24][O:25][CH:26]([Si:10]([CH3:11])([CH3:12])[CH3:13])[CH3:27] |f:4.5|. Procedure: To a solution of 1-(1-ethyl-ethenyl)-3-trimethylsilyoxy-2-aza-1,3-butadiene (42 mmol) prepared in example 80a in toluene (50 mL) was added E/Z-6-Bromo-3-(3-chloro-benzylidene)-1-(2-trimethylsilanyl-ethoxymethyl)-1,3-dihydro-indole-2-one (2 g, 4.3 mmol) prepared in example 161a. The reaction mixture was stirred under nitrogen in a sealed tube at 135° C. for 1 h. After cooling to room temperature, methanol (100 mL) was added, and then the mixture was concentrated. The residue was purified by chrom... Starting materials: S(O)(O)(=O)=O (sulfuric acid), CC=1C=C(C=CC1)C(C1=C(C=CC=C1)N1CCCCC1)O (α-(3-methyl-phenyl)-2-piperidino-benzyl alcohol), C(#N)CC1=CC=C(C(=O)OCC)C=C1 (ethyl 4-cyanomethyl-benzoate). Solvent: ClC1=C(C=CC=C1)Cl (o-dichlorobenzene), ClC1=C(C=CC=C1)Cl (o-dichlorobenzene). Reaction conditions: time 2 hour. Yields the product CC=1C=C(C=CC1)C(C1=C(C=CC=C1)N1CCCCC1)NC(=O)CC1=CC=C(C(=O)OCC)C=C1 (Ethyl 4-{N-[α-[3-methyl-phenyl)-2-piperidino-benzyl]-aminocarbonylmethyl}-benzoate). RXN SMILES: [CH3:1][C:2]1[CH:3]=[C:4]([CH:8](O)[C:9]2[CH:14]=[CH:13][CH:12]=[CH:11][C:10]=2[N:15]2[CH2:20][CH2:19][CH2:18][CH2:17][CH2:16]2)[CH:5]=[CH:6][CH:7]=1.[C:22]([CH2:24][C:25]1[CH:35]=[CH:34][C:28]([C:29]([O:31][CH2:32][CH3:33])=[O:30])=[CH:27][CH:26]=1)#[N:23].S(=O)(=O)(O)[OH:37]>ClC1C=CC=CC=1Cl>[CH3:1][C:2]1[CH:3]=[C:4]([CH:8]([NH:23][C:22]([CH2:24][C:25]2[CH:35]=[CH:34][C:28]([C:29]([O:31][CH2:32][CH3:33])=[O:30])=[CH:27][CH:26]=2)=[O:37])[C:9]2[CH:14]=[CH:13][CH:12]=[CH:11][C:10]=2[N:15]2[CH2:20][CH2:19][CH2:18][CH2:17][CH2:16]2)[CH:5]=[CH:6][CH:7]=1. Procedure: A mixture of 0.22 gm (0.8 m mol) of α-(3-methyl-phenyl)-2-piperidino-benzyl alcohol and 0.15 gm (0.8 m mol) of ethyl 4-cyanomethyl-benzoate in 2 ml of o-dichlorobenzene was added dropwise, at ambient temperature, to 1.5 ml of o-dichlorobenzene and 1.5 ml of concentrated sulfuric acid. After stirring for two hours, the mixture was poured onto ice water, extracted once with ether, made alkaline with dilute sodium hydroxide solution, and extracted with chloroform. The chloroform extract was concent... The product is Cc1nc2c(-c3ccc(-n4c(=O)n(COCC[Si](C)(C)C)c5cccnc54)cc3)cccc2n1Cc1ccccc1. The reactants are Cc1nc2c(Br)cccc2n1Cc1ccccc1, C1CCOC1, CC1(C)OB(c2ccc(-n3c(=O)n(COCC[Si](C)(C)C)c4cccnc43)cc2)OC1(C)C, [Na+], [Na+], O=C([O-])[O-], O, c1ccc(P(c2ccccc2)(c2ccccc2)[Pd](P(c2ccccc2)(c2ccccc2)c2ccccc2)(P(c2ccccc2)(c2ccccc2)c2ccccc2)P(c2ccccc2)(c2ccccc2)c2ccccc2)cc1. As a reaction SMILES: [CH2:1]([c:2]1[cH:3][cH:4][cH:5][cH:6][cH:7]1)[n:8]1[c:9]([CH3:18])[n:10][c:11]2[c:12]1[cH:13][cH:14][cH:15][c:16]2[Br:17].[CH2:58]1[O:59][CH2:60][CH2:61][CH2:62]1.[CH3:19][C:20]1([CH3:21])[C:22]([CH3:23])([CH3:24])[O:25][B:26]([c:27]2[cH:28][cH:29][c:30](-[n:33]3[c:34](=[O:50])[n:35]([CH2:42][O:43][CH2:44][CH2:45][Si:46]([CH3:47])([CH3:48])[CH3:49])[c:36]4[c:37]3[n:38][cH:39][cH:40][cH:41]4)[cH:31][cH:32]2)[O:51]1.[Na+:52].[Na+:53].[O-:54][C:55](=[O:56])[O-:57].[OH2:140].[cH:63]1[cH:64][cH:65][c:66]([P:67]([Pd:68]([P:69]([c:70]2[cH:71][cH:72][cH:73][cH:74][cH:75]2)([c:76]2[cH:77][cH:78][cH:79][cH:80][cH:81]2)[c:82]2[cH:83][cH:84][cH:85][cH:86][cH:87]2)([P:88]([c:89]2[cH:90][cH:91][cH:92][cH:93][cH:94]2)([c:95]2[cH:96][cH:97][cH:98][cH:99][cH:100]2)[c:101]2[cH:102][cH:103][cH:104][cH:105][cH:106]2)[P:107]([c:108]2[cH:109][cH:110][cH:111][cH:112][cH:113]2)([c:114]2[cH:115][cH:116][cH:117][cH:118][cH:119]2)[c:120]2[cH:121][cH:122][cH:123][cH:124][cH:125]2)([c:126]2[cH:127][cH:128][cH:129][cH:130][cH:131]2)[c:132]2[cH:133][cH:134][cH:135][cH:136][cH:137]2)[cH:138][cH:139]1>>[CH2:1]([c:2]1[cH:3][cH:4][cH:5][cH:6][cH:7]1)[n:8]1[c:9]([CH3:18])[n:10][c:11]2[c:12]1[cH:13][cH:14][cH:15][c:16]2-[c:27]1[cH:28][cH:29][c:30](-[n:33]2[c:34](=[O:50])[n:35]([CH2:42][O:43][CH2:44][CH2:45][Si:46]([CH3:47])([CH3:48])[CH3:49])[c:36]3[c:37]2[n:38][cH:39][cH:40][cH:41]3)[cH:31][cH:32]1. Starting materials: BrC1=CC(=C(N)C=C1)F (4-bromo-2-fluoroaniline), C(CCC)OC=1C=C(C=CC1)B(O)O (3-butoxyphenylboronic acid). Product: C(CCC)OC=1C=C(C=CC1)C1=CC(=C(C=C1)N)F (3′-butoxy-3-fluorobiphenyl-4-amine). Yield: 52.0%. As a reaction SMILES: Br[C:2]1[CH:8]=[CH:7][C:5]([NH2:6])=[C:4]([F:9])[CH:3]=1.[CH2:10]([O:14][C:15]1[CH:16]=[C:17](B(O)O)[CH:18]=[CH:19][CH:20]=1)[CH2:11][CH2:12][CH3:13]>>[CH2:10]([O:14][C:15]1[CH:20]=[C:19]([C:2]2[CH:8]=[CH:7][C:5]([NH2:6])=[C:4]([F:9])[CH:3]=2)[CH:18]=[CH:17][CH:16]=1)[CH2:11][CH2:12][CH3:13]. Procedure details: The title compound (170 mg) was prepared from 4-bromo-2-fluoroaniline (240 mg, 1.26 mmol) and 3-butoxyphenylboronic acid (310 mg, 1.59 mmol) as a yellow liquid.